This data is from the Open Reaction Database (ORD), a public repository of structured organic reaction records. The task is: describe an organic reaction: reactants, conditions, products, and yield Starting materials: O=C([O-])[O-], CCOC(=O)CC(=O)N(CCC(=O)OC)N1CCCCC1, C1CCOC1, [Cs+], [Cs+], CN(C)C=O. Yields the product CCOC(=O)C1C(=O)CCN(N2CCCCC2)C1=O. Reaction SMILES: [C:22](=[O:23])([O-:24])[O-:25].[CH2:1]([CH3:2])[O:3][C:4]([CH2:5][C:6](=[O:7])[N:8]([CH2:9][CH2:10][C:11]([O:13][CH3:12])=[O:14])[N:15]1[CH2:16][CH2:17][CH2:18][CH2:19][CH2:20]1)=[O:21].[CH2:28]1[O:29][CH2:30][CH2:31][CH2:32]1.[Cs+:26].[Cs+:27].[O:33]=[CH:34][N:35]([CH3:36])[CH3:37]>>[CH2:1]([CH3:2])[O:3][C:4]([CH:5]1[C:6](=[O:7])[N:8]([N:15]2[CH2:16][CH2:17][CH2:18][CH2:19][CH2:20]2)[CH2:9][CH2:10][C:11]1=[O:13])=[O:21]. Reactants: COc1ccc2c(C3CCNCC3)ncnc2c1, CO, CCN(C(C)C)C(C)C, CC(C)Oc1ccc(NC(=O)Oc2ccc([N+](=O)[O-])cc2)cc1. Yields the product COc1ccc2c(C3CCN(C(=O)Nc4ccc(OC(C)C)cc4)CC3)ncnc2c1. As a reaction SMILES: [CH3:1][O:2][c:3]1[cH:4][cH:5][c:6]2[c:7]([CH:13]3[CH2:14][CH2:15][NH:16][CH2:17][CH2:18]3)[n:8][cH:9][n:10][c:11]2[cH:12]1.[CH3:51][OH:52].[CH:19]([N:20]([CH2:21][CH3:22])[CH:23]([CH3:24])[CH3:25])([CH3:26])[CH3:27].[N+:28]([c:29]1[cH:30][cH:31][c:32]([O:37][C:38](=[O:33])[NH:39][c:40]2[cH:41][cH:42][c:43]([O:46][CH:47]([CH3:48])[CH3:49])[cH:44][cH:45]2)[cH:34][cH:35]1)([O-:36])=[O:50]>>[CH3:1][O:2][c:3]1[cH:4][cH:5][c:6]2[c:7]([CH:13]3[CH2:14][CH2:15][N:16]([C:38](=[O:37])[NH:39][c:40]4[cH:41][cH:42][c:43]([O:46][CH:47]([CH3:48])[CH3:49])[cH:44][cH:45]4)[CH2:17][CH2:18]3)[n:8][cH:9][n:10][c:11]2[cH:12]1. Starting materials: COc1ccc(CN2C(=O)CN(c3cccc(CC(NC(=O)OC(C)(C)C)C(=O)OCc4ccccc4)c3)S2(=O)=O)cc1, CCO, CCOC(C)=O, [H][H]. The product is COc1ccc(CN2C(=O)CN(c3cccc(CC(NC(=O)OC(C)(C)C)C(=O)O)c3)S2(=O)=O)cc1. RXN SMILES: [CH2:1]([c:2]1[cH:3][cH:4][cH:5][cH:6][cH:7]1)[O:8][C:9]([CH:10]([CH2:11][c:12]1[cH:13][c:14]([N:18]2[S:19](=[O:33])(=[O:34])[N:20]([CH2:24][c:25]3[cH:26][cH:27][c:28]([O:31][CH3:32])[cH:29][cH:30]3)[C:21](=[O:23])[CH2:22]2)[cH:15][cH:16][cH:17]1)[NH:35][C:36](=[O:37])[O:38][C:39]([CH3:40])([CH3:41])[CH3:42])=[O:43].[CH3:44][CH2:45][OH:46].[CH3:49][CH2:50][O:51][C:52]([CH3:53])=[O:54].[H:47][H:48]>>[O:8]=[C:9]([CH:10]([CH2:11][c:12]1[cH:13][c:14]([N:18]2[S:19](=[O:33])(=[O:34])[N:20]([CH2:24][c:25]3[cH:26][cH:27][c:28]([O:31][CH3:32])[cH:29][cH:30]3)[C:21](=[O:23])[CH2:22]2)[cH:15][cH:16][cH:17]1)[NH:35][C:36](=[O:37])[O:38][C:39]([CH3:40])([CH3:41])[CH3:42])[OH:43]. Reactants: [Bi](Cl)(Cl)Cl (Bismuth trichloride), FC1=CC=C(C=C1)N(CC1=CC=C(C=C1)[N+](=O)[O-])CC1=CC2=C(NC(=N2)[C@H]2N(CCC2)C(=O)OC(C)(C)C)C=C1 ((S)-tert-butyl 2-(5-(((4-fluorophenyl)(4-nitrobenzyl)amino)methyl)-1H-benzo[d]imidazol-2-yl)pyrrolidine-1-carboxylate), [BH4-].[Na+] (sodium borohydride). Run in C(C)O (ethanol). Run at time 20 minute. Yields the product NC1=CC=C(CN(C2=CC=C(C=C2)F)CC2=CC3=C(NC(=N3)[C@H]3N(CCC3)C(=O)OC(C)(C)C)C=C2)C=C1 ((S)-tert-butyl 2-(5-(((4-aminobenzyl)(4-fluorophenyl)amino)methyl)-1H-benzo[d]imidazol-2-yl)pyrrolidine-1-carboxylate). As a reaction SMILES: [F:1][C:2]1[CH:7]=[CH:6][C:5]([N:8]([CH2:19][C:20]2[CH:40]=[CH:39][C:23]3[NH:24][C:25]([C@@H:27]4[CH2:31][CH2:30][CH2:29][N:28]4[C:32]([O:34][C:35]([CH3:38])([CH3:37])[CH3:36])=[O:33])=[N:26][C:22]=3[CH:21]=2)[CH2:9][C:10]2[CH:15]=[CH:14][C:13]([N+:16]([O-])=O)=[CH:12][CH:11]=2)=[CH:4][CH:3]=1.[Bi](Cl)(Cl)Cl.[BH4-].[Na+]>C(O)C>[NH2:16][C:13]1[CH:14]=[CH:15][C:10]([CH2:9][N:8]([CH2:19][C:20]2[CH:40]=[CH:39][C:23]3[NH:24][C:25]([C@@H:27]4[CH2:31][CH2:30][CH2:29][N:28]4[C:32]([O:34][C:35]([CH3:37])([CH3:38])[CH3:36])=[O:33])=[N:26][C:22]=3[CH:21]=2)[C:5]2[CH:4]=[CH:3][C:2]([F:1])=[CH:7][CH:6]=2)=[CH:11][CH:12]=1 |f:2.3|. Reported procedure: The product from Example 99C (0.67 g, 1.23 mmol) was dissolved in ethanol (15 mL) and cooled in an ice bath. Bismuth trichloride (0.245 mL, 3.68 mmol) was added and a slurry formed to which was added sodium borohydride (0.743 g, 19.7 mmol) portionwise causing a black precipitate to form. This mixture was stirred at ambient temperature for 20 minutes, then re-cooled and quenched with methanol (2 mL), stirring for 10 min before filtering through celite. The filtrated was concentrated to give the t... Starting materials: BrCc1ccccc1, O=C([O-])[O-], CN(C)C=O, O=C(O)c1ccc(F)c(C(F)(F)F)c1, [K+], [K+], O. Product: O=C(OCc1ccccc1)c1ccc(F)c(C(F)(F)F)c1. Reaction SMILES: [Br:21][CH2:22][c:23]1[cH:24][cH:25][cH:26][cH:27][cH:28]1.[C:15](=[O:16])([O-:17])[O-:18].[CH3:30][N:31]([CH3:32])[CH:33]=[O:34].[F:1][c:2]1[c:3]([C:11]([F:12])([F:13])[F:14])[cH:4][c:5]([C:6](=[O:7])[OH:8])[cH:9][cH:10]1.[K+:19].[K+:20].[OH2:29]>>[F:1][c:2]1[c:3]([C:11]([F:12])([F:13])[F:14])[cH:4][c:5]([C:6]([O:7][CH2:22][c:23]2[cH:24][cH:25][cH:26][cH:27][cH:28]2)=[O:8])[cH:9][cH:10]1. Reactants: O1CCOC12CCC(CC2)=O (1,4-Dioxa-spiro[4,5]decan-8-one), S(=O)(=O)(C1=CC=C(C)C=C1)CN=C=O (tosyl-methyl isocyanate), C(C)(C)(C)O[K] (tBuOK). The solvent is O (water), CN(C=O)C (dimethylformamide). Reaction conditions: temperature 0 celsius, time 1 hour. Product: O1CCOC12CCC(CC2)C#N (1,4-Dioxa-spiro[4,5]decane-8-carbonitrile). The yield is 67.7%. Reaction SMILES: [O:1]1[C:5]2([CH2:10][CH2:9][C:8](=O)[CH2:7][CH2:6]2)[O:4][CH2:3][CH2:2]1.S([CH2:22][N:23]=C=O)(C1C=CC(C)=CC=1)(=O)=O.C(O[K])(C)(C)C>CN(C)C=O.O>[O:1]1[C:5]2([CH2:10][CH2:9][CH:8]([C:22]#[N:23])[CH2:7][CH2:6]2)[O:4][CH2:3][CH2:2]1. Procedure: To a solution of 1,4-Dioxa-spiro[4,5]decan-8-one (2.0 grams, 12.8 mmole) and tosyl-methyl isocyanate (5.0 grams, 25.6 mmole) in dimethylformamide (25 ml) at 0° C. was added 1.0 M tBuOK in tButanol (25.6 ml) and stirred at 0° C. for 1 hour and room temperature over night. The mixture was diluted with water and extracted with diethyl ether. The combined extracts were washed with water and brine, dried over MgSO4, filtered, and concentrated to a solid which was purified via flash chromatography on ...